Dataset: the Open Reaction Database (ORD), a public repository of structured organic reaction records. Task: describe an organic reaction: reactants, conditions, products, and yield Reactants: C(C)(C)(C)OC(=O)N1CCC(=CC1)C1=CC=2C(=NC=C(C2NC=2C=C3C=NNC3=CC2)Br)N1 (4-[5-bromo-4-(1H-indazol-5-ylamino)-1H-pyrrolo[2,3-b]pyridin-2-yl]-3,6-dihydro-2H-pyridine-1-carboxylic acid tert-butyl ester), O (water), C(C)#N (acetonitrile). The reagents and catalysts are C1=CC=C(C=C1)P([C-]2C=CC=C2)C3=CC=CC=C3.C1=CC=C(C=C1)P([C-]2C=CC=C2)C3=CC=CC=C3.[Fe+2] (DPPF), [C-]#N.[Zn+2].[C-]#N (zinc cyanide), C=1C=CC(=CC1)/C=C/C(=O)/C=C/C2=CC=CC=C2.C=1C=CC(=CC1)/C=C/C(=O)/C=C/C2=CC=CC=C2.C=1C=CC(=CC1)/C=C/C(=O)/C=C/C2=CC=CC=C2.[Pd].[Pd] (Pd2 dba3). The product is C(C)(C)(C)OC(=O)N1CCC(=CC1)C1=CC=2C(=NC=C(C2NC=2C=C3C=NNC3=CC2)C#N)N1 (4-[5-cyano-4-(1H-indazol-5-ylamino)-1H-pyrrolo[2,3-b]pyridin-2-yl]-3,6-dihydro-2H-pyridine-1-carboxylic acid tert-butyl ester). As a reaction SMILES: [C:1]([O:5][C:6]([N:8]1[CH2:13][CH:12]=[C:11]([C:14]2[NH:33][C:17]3=[N:18][CH:19]=[C:20](Br)[C:21]([NH:22][C:23]4[CH:24]=[C:25]5[C:29](=[CH:30][CH:31]=4)[NH:28][N:27]=[CH:26]5)=[C:16]3[CH:15]=2)[CH2:10][CH2:9]1)=[O:7])([CH3:4])([CH3:3])[CH3:2].O.[C:35](#[N:37])C>C1C=CC(P(C2C=CC=CC=2)[C-]2C=CC=C2)=CC=1.C1C=CC(P(C2C=CC=CC=2)[C-]2C=CC=C2)=CC=1.[Fe+2].[C-]#N.[Zn+2].[C-]#N.C1C=CC(/C=C/C(/C=C/C2C=CC=CC=2)=O)=CC=1.C1C=CC(/C=C/C(/C=C/C2C=CC=CC=2)=O)=CC=1.C1C=CC(/C=C/C(/C=C/C2C=CC=CC=2)=O)=CC=1.[Pd].[Pd]>[C:1]([O:5][C:6]([N:8]1[CH2:13][CH:12]=[C:11]([C:14]2[NH:33][C:17]3=[N:18][CH:19]=[C:20]([C:35]#[N:37])[C:21]([NH:22][C:23]4[CH:24]=[C:25]5[C:29](=[CH:30][CH:31]=4)[NH:28][N:27]=[CH:26]5)=[C:16]3[CH:15]=2)[CH2:10][CH2:9]1)=[O:7])([CH3:4])([CH3:3])[CH3:2] |f:3.4.5,6.7.8,9.10.11.12.13|. Procedure: To a mixture of 4-[5-bromo-4-(1H-indazol-5-ylamino)-1H-pyrrolo[2,3-b]pyridin-2-yl]-3,6-dihydro-2H-pyridine-1-carboxylic acid tert-butyl ester (8 mg, 0.015 mmol), DPPF (4.1 mg, 0.007 mmol), water (0.03 mL) and zinc cyanide (3.7 mg, 0.031 mmol) in acetonitrile (3 mL) was added Pd2 dba3 (3.6 mg, 0.004 mmol) and the mixture was heated to reflux under N2 overnight. The reaction mixture was evaporated and the crude product was purified by preparative TLC using 10% methanol in DCM as eluent to afford 4... Starting materials: 0-t-Butyl-N,N-diisopropyl-isourea, OC1=C(C=C(C=C1)CC(=O)O)[N+](=O)[O-] (4-hydroxy-3-nitrobenzene-acetic acid), C(C)(C)(C)O (t-butanol), C(C)(=O)OCC (Ethyl acetate). Reaction conditions: time 24 hour. Product: OC1=C(C=C(C=C1)CC(=O)OC(C)(C)C)[N+](=O)[O-] (t-Butyl 4-hydroxy-3-nitrobenzene-acetate). Isolated yield 22.0%. RXN SMILES: [OH:1][C:2]1[CH:7]=[CH:6][C:5]([CH2:8][C:9]([OH:11])=[O:10])=[CH:4][C:3]=1[N+:12]([O-:14])=[O:13].C(OCC)(=O)C.[C:21](O)([CH3:24])([CH3:23])[CH3:22]>>[OH:1][C:2]1[CH:7]=[CH:6][C:5]([CH2:8][C:9]([O:11][C:21]([CH3:24])([CH3:23])[CH3:22])=[O:10])=[CH:4][C:3]=1[N+:12]([O-:14])=[O:13]. Procedure details: 0-t-Butyl-N,N-diisopropyl-isourea (3.65 gm, 20 mmol) was added to a solution of 4-hydroxy-3-nitrobenzene-acetic acid (3.61 gm, 18.3 mmol) in t-butanol (18 mL) and stirred for 24 hours. Ethyl acetate (100 mL) was added and the solution washed successively with water 3×25 mL), 1N sodium bicarbonate solution 3×25 mL), and saturated salt solution (25 mL). The product was isolated as a yellow oil (1.02 gm, 22% yield) and used without further purification: 1H-NMR δ (CDCl3) 1.44 (9H, s), 3.52 (2H, s), ... The reactants are N1C=NC2=C1C=CC(=C2)C(=O)O (1H-benzo[d]imidazole-5-carboxylic acid), ON=C(C1=CN=CC=C1)N (N′-hydroxynicotinimidamide), N (NH3). Yields the product N1C=NC2=C1C=CC(=C2)C2=NC(=NO2)C=2C=NC=CC2 (5-(1H-benzo[d]imidazol-5-yl)-3-(pyridin-3-yl)-1,2,4-oxadiazole). As a reaction SMILES: [NH:1]1[C:5]2[CH:6]=[CH:7][C:8]([C:10]([OH:12])=O)=[CH:9][C:4]=2[N:3]=[CH:2]1.O[N:14]=[C:15]([NH2:22])[C:16]1[CH:21]=[CH:20][CH:19]=[N:18][CH:17]=1.N>>[NH:1]1[C:5]2[CH:6]=[CH:7][C:8]([C:10]3[O:12][N:22]=[C:15]([C:16]4[CH:17]=[N:18][CH:19]=[CH:20][CH:21]=4)[N:14]=3)=[CH:9][C:4]=2[N:3]=[CH:2]1. Procedure details: The title compound was prepared according to Method C using 1H-benzo[d]imidazole-5-carboxylic acid (Aldrich) and N′-hydroxynicotinimidamide (Tyger). 1H NMR (300 MHz, DMSO-d6) δ 7.66 (ddd, J=8.1, 4.8, 1.0 Hz, 1 H), 7.75-7.98 (m, 1 H), 7.99-8.17 (m, 1 H), 8.34-8.56 (m, 3 H), 8.82 (dd, J=5.1, 1.7 Hz, 1 H), 9.28 (dd, J=2.2, 0.8 Hz, 1H) ppm; MS (DCI/NH3) m/z 264 (M+H)+. The reactants are CC(C)C[Al+]CC(C)C, Cc1ccccc1, COC(=O)c1ccc(NS(=O)(=O)c2sc3ccc(Cl)cc3c2C)c(S(C)(=O)=O)c1, [H-]. Product: Cc1c(S(=O)(=O)Nc2ccc(CO)cc2S(C)(=O)=O)sc2ccc(Cl)cc12. RXN SMILES: [CH2:31]([Al+:32][CH2:33][CH:34]([CH3:35])[CH3:36])[CH:37]([CH3:38])[CH3:39].[CH3:40][c:41]1[cH:42][cH:43][cH:44][cH:45][cH:46]1.[Cl:1][c:2]1[cH:3][c:4]2[c:5]([s:6][c:7]([S:10](=[O:11])(=[O:12])[NH:13][c:14]3[c:15]([S:24](=[O:25])(=[O:26])[CH3:27])[cH:16][c:17]([C:18](=[O:19])[O:20][CH3:21])[cH:22][cH:23]3)[c:8]2[CH3:9])[cH:28][cH:29]1.[H-:30]>>[Cl:1][c:2]1[cH:3][c:4]2[c:5]([s:6][c:7]([S:10](=[O:11])(=[O:12])[NH:13][c:14]3[c:15]([S:24](=[O:25])(=[O:26])[CH3:27])[cH:16][c:17]([CH2:18][OH:19])[cH:22][cH:23]3)[c:8]2[CH3:9])[cH:28][cH:29]1. The reactants are Cc1ccccc1, COc1ccc(Cn2nc(I)c3c(Oc4ccc(N)cc4F)ccnc32)cc1, CCCC[Sn](CCCC)(CCCC)c1nccn1C, [Pd], c1ccc(P(c2ccccc2)c2ccccc2)cc1, c1ccc(P(c2ccccc2)c2ccccc2)cc1, c1ccc(P(c2ccccc2)c2ccccc2)cc1, c1ccc(P(c2ccccc2)c2ccccc2)cc1. The product is COc1ccc(Cn2nc(-c3nccn3C)c3c(Oc4ccc(N)cc4F)ccnc32)cc1. RXN SMILES: [CH3:125][c:126]1[cH:127][cH:128][cH:129][cH:130][cH:131]1.[CH3:1][O:2][c:3]1[cH:4][cH:5][c:6]([CH2:7][n:8]2[n:9][c:10]([I:26])[c:11]3[c:12]2[n:13][cH:14][cH:15][c:16]3[O:17][c:18]2[c:19]([F:25])[cH:20][c:21]([NH2:24])[cH:22][cH:23]2)[cH:27][cH:28]1.[CH3:29][n:30]1[c:31]([Sn:35]([CH2:36][CH2:37][CH2:38][CH3:39])([CH2:40][CH2:41][CH2:42][CH3:43])[CH2:44][CH2:45][CH2:46][CH3:47])[n:32][cH:33][cH:34]1.[Pd:48].[c:106]1([P:107]([c:108]2[cH:109][cH:110][cH:111][cH:112][cH:113]2)[c:114]2[cH:115][cH:116][cH:117][cH:118][cH:119]2)[cH:120][cH:121][cH:122][cH:123][cH:124]1.[c:49]1([P:50]([c:51]2[cH:52][cH:53][cH:54][cH:55][cH:56]2)[c:57]2[cH:58][cH:59][cH:60][cH:61][cH:62]2)[cH:63][cH:64][cH:65][cH:66][cH:67]1.[c:68]1([P:69]([c:70]2[cH:71][cH:72][cH:73][cH:74][cH:75]2)[c:76]2[cH:77][cH:78][cH:79][cH:80][cH:81]2)[cH:82][cH:83][cH:84][cH:85][cH:86]1.[c:87]1([P:88]([c:89]2[cH:90][cH:91][cH:92][cH:93][cH:94]2)[c:95]2[cH:96][cH:97][cH:98][cH:99][cH:100]2)[cH:101][cH:102][cH:103][cH:104][cH:105]1>>[CH3:1][O:2][c:3]1[cH:4][cH:5][c:6]([CH2:7][n:8]2[n:9][c:10](-[c:31]3[n:30]([CH3:29])[cH:34][cH:33][n:32]3)[c:11]3[c:12]2[n:13][cH:14][cH:15][c:16]3[O:17][c:18]2[c:19]([F:25])[cH:20][c:21]([NH2:24])[cH:22][cH:23]2)[cH:27][cH:28]1. Starting materials: BrC=1C=CC2=C(SC3=C(CC2O)C=CC=C3)C1 (3-bromo-11-hydroxy-10,11-dihydrodibenzo[b,f]thiepin), C1=CC=CC=C1 (benzene), C1(=CC=C(C=C1)S(=O)(=O)O)C (p-toluene sulfonic acid). The solvent is O (water). Yields the product BrC=1C=CC2=C(SC3=C(C=C2)C=CC=C3)C1 (3-bromodibenzo[b,f]thiepin). RXN SMILES: [Br:1][C:2]1[CH:3]=[CH:4][C:5]2[CH:11](O)[CH2:10][C:9]3[CH:13]=[CH:14][CH:15]=[CH:16][C:8]=3[S:7][C:6]=2[CH:17]=1.C1C=CC=CC=1.C1(C)C=CC(S(O)(=O)=O)=CC=1>O>[Br:1][C:2]1[CH:3]=[CH:4][C:5]2[CH:11]=[CH:10][C:9]3[CH:13]=[CH:14][CH:15]=[CH:16][C:8]=3[S:7][C:6]=2[CH:17]=1. Reported procedure: 17 G. 3-bromo-11-hydroxy-10,11-dihydrodibenzo[b,f]thiepin are dissolved in 600 cc. benzene; 1 gram p-toluene sulfonic acid is added and the mixture is refluxed with elimination of water for two hours. The solution is cooled and washed with aqueous sodium bicarbonate solution and water, dried and stripped to a solid residue. 16 G. of 3-bromodibenzo[b,f]thiepin are obtained. Run at time 3 hour. Run in C(C)#N (acetonitrile), C(C)N(CC)CC (triethylamine), C(C)#N (acetonitrile). Isolated yield 38.2%. Reactants: C(C)(=O)Cl (acetyl chloride), Cl.ClC=1C=CC(=C(CO)C1)SC1=C(C=CC=C1)CN(C)C (5-chloro-2-((2-((dimethylamino)methyl)phenyl)thio)benzyl alcohol hydrochloride). Reported procedure: A solution of acetyl chloride (2.5 g) in 50 mL of acetonitrile was added dropwise to a solution of 9.8 g of 5-chloro-2-((2-((dimethylamino)methyl)phenyl)thio)benzyl alcohol (Example 2) in 25 mL of triethylamine and 200 mL of acetonitrile. The reaction mixture was stirred for 3 hr at room temperature, filtered and concentrated in vacuo to give a yellow oil. This oil was chromatographed on silica gel with EtOAc as the eluent. Concentration of solvents afforded 3.8 g (34% yield) of 5-chloro-2-((2-(... Product: C(C)(=O)OCC1=C(C=CC(=C1)Cl)SC1=C(C=CC=C1)CN(C)C (5-chloro-2-((2-((dimethylamino)methyl)phenyl)thio)benzyl acetate). As a reaction SMILES: [C:1](Cl)(=[O:3])[CH3:2].Cl.[Cl:6][C:7]1[CH:8]=[CH:9][C:10]([S:15][C:16]2[CH:21]=[CH:20][CH:19]=[CH:18][C:17]=2[CH2:22][N:23]([CH3:25])[CH3:24])=[C:11]([CH:14]=1)[CH2:12][OH:13]>C(#N)C.C(N(CC)CC)C>[C:1]([O:13][CH2:12][C:11]1[CH:14]=[C:7]([Cl:6])[CH:8]=[CH:9][C:10]=1[S:15][C:16]1[CH:21]=[CH:20][CH:19]=[CH:18][C:17]=1[CH2:22][N:23]([CH3:25])[CH3:24])(=[O:3])[CH3:2] |f:1.2|.